Dataset: the Open Reaction Database (ORD), a public repository of structured organic reaction records. Task: describe an organic reaction: reactants, conditions, products, and yield The reactants are BrCc1ccccc1, CC(=O)Nc1cc(Oc2ccccc2)ccc1C(=O)O, CCOC(C)=O, CN(C)C=O, Cl, [H-], [Na+]. The product is CC(=O)N(Cc1ccccc1)c1cc(Oc2ccccc2)ccc1C(=O)O. Reaction SMILES: [Br:23][CH2:24][c:25]1[cH:26][cH:27][cH:28][cH:29][cH:30]1.[C:3]([CH3:4])(=[O:5])[NH:6][c:7]1[c:8]([C:9](=[O:10])[OH:11])[cH:12][cH:13][c:14]([O:16][c:17]2[cH:18][cH:19][cH:20][cH:21][cH:22]2)[cH:15]1.[CH3:32][CH2:33][O:34][C:35](=[O:36])[CH3:37].[CH3:38][N:39]([CH3:40])[CH:41]=[O:42].[ClH:31].[H-:1].[Na+:2]>>[C:3]([CH3:4])(=[O:5])[N:6]([c:7]1[c:8]([C:9](=[O:10])[OH:11])[cH:12][cH:13][c:14]([O:16][c:17]2[cH:18][cH:19][cH:20][cH:21][cH:22]2)[cH:15]1)[CH2:24][c:25]1[cH:26][cH:27][cH:28][cH:29][cH:30]1. Starting materials: CCOC(C)=O, C=C1CN(C(=O)C(F)(F)F)CCc2cc(OC)ccc21, [Na+], O=C([O-])O, C1CCOC1, O, OO. The product is COc1ccc2c(c1)CCN(C(=O)C(F)(F)F)CC2CO. As a reaction SMILES: [CH3:34][CH2:35][O:36][C:37]([CH3:38])=[O:39].[F:1][C:2]([C:3](=[O:4])[N:5]1[CH2:6][CH2:7][c:8]2[c:9]([cH:13][cH:14][c:15]([O:17][CH3:18])[cH:16]2)[C:10](=[CH2:12])[CH2:11]1)([F:19])[F:20].[Na+:26].[O-:22][C:23]([OH:24])=[O:25].[O:29]1[CH2:30][CH2:31][CH2:32][CH2:33]1.[OH2:21].[OH:27][OH:28]>>[F:1][C:2]([C:3](=[O:4])[N:5]1[CH2:6][CH2:7][c:8]2[c:9]([cH:13][cH:14][c:15]([O:17][CH3:18])[cH:16]2)[CH:10]([CH2:12][OH:22])[CH2:11]1)([F:19])[F:20]. The reactants are N (NH3), [H-].[Na+] (sodium hydride), CN1S(C2=C(NC3=C1C=CC=C3)C=CC=C2)(=O)=O (6-methyl-6,11-dihydro-dibenzo[c,f][1,2,5]thiadiazepine 5,5-dioxide), ClC(=O)OC(Cl)(Cl)Cl (trichloromethyl chloroformate). The solvent is O1CCOCC1 (dioxane). Reaction conditions: temperature 80 celsius, time 8 hour. Product: CN1S(C2=C(N(C3=C1C=CC=C3)C(N)=O)C=CC=C2)(=O)=O (6-Methyl-6,11-dihydro-11-carbamoyl-dibenzo[c,f][1,2,5]thiadiazepine 5,5-dioxide). As a reaction SMILES: [H-].[Na+].[CH3:3][N:4]1[C:10]2[CH:11]=[CH:12][CH:13]=[CH:14][C:9]=2[NH:8][C:7]2[CH:15]=[CH:16][CH:17]=[CH:18][C:6]=2[S:5]1(=[O:20])=[O:19].ClC([O:24][C:25](Cl)(Cl)Cl)=O.[NH3:29]>O1CCOCC1>[CH3:3][N:4]1[C:10]2[CH:11]=[CH:12][CH:13]=[CH:14][C:9]=2[N:8]([C:25](=[O:24])[NH2:29])[C:7]2[CH:15]=[CH:16][CH:17]=[CH:18][C:6]=2[S:5]1(=[O:20])=[O:19] |f:0.1|. Reported procedure: 0.9 g (0.027 mol) of 80% sodium hydride are added to 7 g (0.027 mol) of 6-methyl-6,11-dihydro-dibenzo[c,f][1,2,5]thiadiazepine 5,5-dioxide in 200 ml of dioxane, and the mixture is heated for 30 minutes at 80° C. After cooling, 5.4 g of trichloromethyl chloroformate are added dropwise, with cooling in an ice bath, and the mixture is left to stand overnight. Gaseous NH3 is then introduced up to saturation, the mixture is filtered, and the filtrate is concentrated and diluted with water. This gives... Procedure details: 7-{[2-Chloro-3-(trifluoromethyl)phenyl]carbonyl}-5,6,7,8-tetrahydroimidazo[1,2-a]pyrazine (0.330 g, 1 mmol, Example 1), 1-bromo-2-methylbenzene (0.132 mL, 1.100 mmol), palladium(II)acetate (0.011 g, 0.050 mmol), triphenylphosphine (0.026 g, 0.100 mmol) and cesium carbonate (0.342 g, 1.050 mmol) were suspended in 1,4-dioxane (5 ml) under argon. The mixture was degassed 3 times and heated at 90° C. for 16 h. The solvent was removed in vacuo and the residue partitioned between ethyl acetate (50 ml)... Run at temperature 90 celsius. The reagents and catalysts are C(C)(=O)[O-].[Pd+2].C(C)(=O)[O-] (palladium(II)acetate). The solvent is C(C)OCC (diethyl ether), O1CCOCC1 (dioxane), ClCCl (dichloromethane), O1CCOCC1 (1,4-dioxane). Starting materials: ClC1=C(C=CC=C1C(F)(F)F)C(=O)N1CC=2N(CC1)C=CN2 (7-{[2-Chloro-3-(trifluoromethyl)phenyl]carbonyl}-5,6,7,8-tetrahydroimidazo[1,2-a]pyrazine), C([O-])([O-])=O.[Cs+].[Cs+] (cesium carbonate), Cl (HCl), BrC1=C(C=CC=C1)C (1-bromo-2-methylbenzene), C1(=CC=CC=C1)P(C1=CC=CC=C1)C1=CC=CC=C1 (triphenylphosphine). Product: ClC1=C(C=CC=C1C(F)(F)F)C(=O)N1CC=2N(CC1)C(=CN2)C2=C(C=CC=C2)C (7-{[2-chloro-3-(trifluoromethyl)phenyl]carbonyl}-3-(2-methylphenyl)-5,6,7,8-tetrahydroimidazo[1,2-a]pyrazine). As a reaction SMILES: [Cl:1][C:2]1[C:7]([C:8]([F:11])([F:10])[F:9])=[CH:6][CH:5]=[CH:4][C:3]=1[C:12]([N:14]1[CH2:19][CH2:18][N:17]2[CH:20]=[CH:21][N:22]=[C:16]2[CH2:15]1)=[O:13].Br[C:24]1[CH:29]=[CH:28][CH:27]=[CH:26][C:25]=1[CH3:30].C1(P(C2C=CC=CC=2)C2C=CC=CC=2)C=CC=CC=1.C(=O)([O-])[O-].[Cs+].[Cs+].Cl>O1CCOCC1.ClCCl.C([O-])(=O)C.[Pd+2].C([O-])(=O)C.C(OCC)C>[Cl:1][C:2]1[C:7]([C:8]([F:9])([F:10])[F:11])=[CH:6][CH:5]=[CH:4][C:3]=1[C:12]([N:14]1[CH2:19][CH2:18][N:17]2[C:20]([C:24]3[CH:29]=[CH:28][CH:27]=[CH:26][C:25]=3[CH3:30])=[CH:21][N:22]=[C:16]2[CH2:15]1)=[O:13] |f:3.4.5,9.10.11|. Yield: 5.9%. Starting materials: O (water), metal, metal, (AcAc)2, CCOCC (ether), [OH-].[K+] (KOH), [OH-].[K+] (KOH), [N+](=O)([O-])C1=C(C=CC=C1)C (2-nitrotoluene). Solvent: CO (methanol), CO (methanol). Conditions: temperature 25 celsius, time 12 hour. Product: [N+](=O)([O-])C1=C(C(=O)O)C=CC=C1 (o-nitrobenzoic acid). Isolated yield 24.0%. As a reaction SMILES: CC[O:3][CH2:4][CH3:5].[OH-:6].[K+].[N+:8]([C:11]1C=[CH:15][CH:14]=[CH:13][C:12]=1C)([O-:10])=[O:9].O>CO>[N+:8]([C:11]1[CH:12]=[CH:13][CH:14]=[CH:15][C:5]=1[C:4]([OH:3])=[O:6])([O-:10])=[O:9] |f:1.2|. Procedure details: A catalytic amount of a metal catalyst (0.01 g metal porfin or 0.005 g metal (AcAc)2 +0.01 g crown-ether) was added to a 33% methanolic KOH-solution, (34 g KOH in 100 ml methanol). The reaction mixture was cooled to 25° C., 2-nitrotoluene (13.7 g, 0.1 mol) was added and air was passed through the reaction mixture, the temperature of the reaction mixture being kept at 25° C. After 12 hours the passsing through of air was interrupted and 150 ml water and 50 ml methanol was added. The reaction mixt...